Dataset: the Open Reaction Database (ORD), a public repository of structured organic reaction records. Task: describe an organic reaction: reactants, conditions, products, and yield Isolated yield 57.0%. Procedure: A suspension of Example A3 (0.200 g, 0.568 mmol) in 3-morpholinopropan-1-amine (1 mL) was subjected to microwave irradiation at 160° C. for 30 minutes. The mixture was cooled to RT, treated with water and the aqueous liquid decanted. The material was treated with MTBE and the resulting solid collected via filtration to afford 3-(5-amino-2-chloro-4-fluorophenyl)-1-ethyl-7-((3-morpholinopropyl)amino)-1,6-naphthyridin-2(1H)-one (150 mg, 57% yield). MS (ESI) m/z: 460.1 [M+H]+. Reactants: NC=1C(=CC(=C(C1)C=1C(N(C2=CC(=NC=C2C1)Cl)CC)=O)Cl)F (3-(5-amino-2-chloro-4-fluorophenyl)-7-chloro-1-ethyl-1,6-naphthyridin-2(1H)-one), O (water). The solvent is O1CCN(CC1)CCCN (3-morpholinopropan-1-amine). As a reaction SMILES: [NH2:1][C:2]1[C:3]([F:23])=[CH:4][C:5]([Cl:22])=[C:6]([C:8]2[C:9](=[O:21])[N:10]([CH2:19][CH3:20])[C:11]3[C:16]([CH:17]=2)=[CH:15][N:14]=[C:13](Cl)[CH:12]=3)[CH:7]=1.[OH2:24]>O1CCN(CCCN)CC1>[NH2:1][C:2]1[C:3]([F:23])=[CH:4][C:5]([Cl:22])=[C:6]([C:8]2[C:9](=[O:21])[N:10]([CH2:19][CH3:20])[C:11]3[C:16]([CH:17]=2)=[CH:15][N:14]=[C:13]([NH:14][CH2:13][CH2:12][CH2:11][N:10]2[CH2:19][CH2:20][O:24][CH2:8][CH2:9]2)[CH:12]=3)[CH:7]=1. The product is NC=1C(=CC(=C(C1)C=1C(N(C2=CC(=NC=C2C1)NCCCN1CCOCC1)CC)=O)Cl)F (3-(5-amino-2-chloro-4-fluorophenyl)-1-ethyl-7-((3-morpholinopropyl)amino)-1,6-naphthyridin-2(1H)-one). Product: COC(=O)C(Cc1c[nH]cn1)NC(C)C(=O)N1CCCC1C(=O)O. Reaction SMILES: [C:13]([C:14](=[O:15])[CH3:16])(=[O:17])[N:18]1[CH:19]([C:20](=[O:21])[OH:22])[CH2:23][CH2:24][CH2:25]1.[C:26]([BH3-:27])#[N:28].[CH3:1][O:2][C:3]([CH:4]([NH2:5])[CH2:6][c:7]1[cH:8][nH:9][cH:10][n:11]1)=[O:12].[Na+:29]>>[CH3:1][O:2][C:3]([CH:4]([NH:5][CH:14]([C:13](=[O:17])[N:18]1[CH:19]([C:20](=[O:21])[OH:22])[CH2:23][CH2:24][CH2:25]1)[CH3:16])[CH2:6][c:7]1[cH:8][nH:9][cH:10][n:11]1)=[O:12]. Starting materials: CC(=O)C(=O)N1CCCC1C(=O)O, [BH3-]C#N, COC(=O)C(N)Cc1c[nH]cn1, [Na+]. Yields the product COCCCNC([C@@H](NC(=O)OC(C)(C)C)CC(C)C)=O (N-Boc-L-leucine-3-methoxypropyl amide). The yield is 90.9%. Reactants: COCCCN (3-methoxypropylamine), ClC(=O)OCC(C)C (Isobutyl chloroformate), O.C(=O)(OC(C)(C)C)N[C@@H](CC(C)C)C(=O)O (N-Boc leucine monohydrate), CN1CCOCC1 (N-methyl morpholine). Solvent: C1CCOC1 (THF). As a reaction SMILES: ClC(OCC(C)C)=O.O.[C:10]([NH:17][C@H:18]([C:23]([OH:25])=O)[CH2:19][CH:20]([CH3:22])[CH3:21])([O:12][C:13]([CH3:16])([CH3:15])[CH3:14])=[O:11].CN1CCOCC1.[CH3:33][O:34][CH2:35][CH2:36][CH2:37][NH2:38]>C1COCC1>[CH3:33][O:34][CH2:35][CH2:36][CH2:37][NH:38][C:23](=[O:25])[C@H:18]([CH2:19][CH:20]([CH3:21])[CH3:22])[NH:17][C:10]([O:12][C:13]([CH3:14])([CH3:15])[CH3:16])=[O:11] |f:1.2|. Run at time 2 minute. Procedure: Isobutyl chloroformate (520 μL, 4.0 mmol) was added to a solution of N-Boc leucine monohydrate (1.0 g, 4.0 mmol) and N-methyl morpholine (440 μL, 1.73 mmol) in THF at 0° C. After two minutes, 3-methoxypropylamine (410 μL, 4.0 mmol) was added and the mixture was allowed to warm to rt. After thirty minutes, the reaction mixture was filtered through a bed of celite and all volatiles were removed under reduced pressure to yield N-Boc-L-leucine-3-methoxypropyl amide (1.10 g, 92%) as a white solid. 1H... The reactants are COC(=O)C12CCC(C(=O)OC(C)(C)C)(CC1)CC2, CO, [Na+], [OH-]. The product is CC(C)(C)OC(=O)C12CCC(C(=O)O)(CC1)CC2. As a reaction SMILES: [C:1]12([C:13](=[O:14])[O:15][C:16]([CH3:17])([CH3:18])[CH3:19])[CH2:2][CH2:3][C:4]([C:9](=[O:10])[O:11][CH3:12])([CH2:5][CH2:6]1)[CH2:7][CH2:8]2.[CH3:22][OH:23].[Na+:21].[OH-:20]>>[C:1]12([C:13](=[O:14])[O:15][C:16]([CH3:17])([CH3:18])[CH3:19])[CH2:2][CH2:3][C:4]([C:9](=[O:10])[OH:11])([CH2:5][CH2:6]1)[CH2:7][CH2:8]2. The reactants are N1=CC=CC=C1 (Pyridine), NC(C=1C=C2C(=C(C=NC2=C(C1)F)C(=O)NCC1=CC=C(C=C1)Cl)O)=S (6-(Aminothioxomethyl)-N-[(4-chlorophenyl)methyl]-8-fluoro-4-hydroxy-3-quinolinecarboxamide), C1CCOC1 (THF), C(Cl)Cl (CH2Cl2), O(S(=O)(=O)C(F)(F)F)C (methyl triflate). Reaction conditions: time 45 minute. Yields the product ClC1=CC=C(CNC(=O)C=2C=NC3=C(C=C(C=C3C2O)C(=S)NN)F)C=C1 (N-(4-Chlorobenzyl)-8-fluoro-6-(hydrazinocarbothioyl)-4-hydroxy-3-quinolinecarboxamide). As a reaction SMILES: [NH2:1][C:2](=[S:26])[C:3]1[CH:4]=[C:5]2[C:10](=[C:11]([F:13])[CH:12]=1)[N:9]=[CH:8][C:7]([C:14]([NH:16][CH2:17][C:18]1[CH:23]=[CH:22][C:21]([Cl:24])=[CH:20][CH:19]=1)=[O:15])=[C:6]2[OH:25].C1COCC1.C(Cl)Cl.O(C)S(C(F)(F)F)(=O)=O.[N:44]1C=CC=CC=1>>[Cl:24][C:21]1[CH:22]=[CH:23][C:18]([CH2:17][NH:16][C:14]([C:7]2[CH:8]=[N:9][C:10]3[C:5]([C:6]=2[OH:25])=[CH:4][C:3]([C:2]([NH:1][NH2:44])=[S:26])=[CH:12][C:11]=3[F:13])=[O:15])=[CH:19][CH:20]=1. Procedure details: To a suspension of the title compound of Example 52 (0.60 g) in 20 mL 1:1 THF:CH2Cl2 at room temperature is added methyl triflate (0.2 mL). The reaction is stirred for 45 minutes after which time everything goes into solution. Pyridine (0.38 mL) is added and then H2S is bubbled in for 1 hour. Nitrogen is then purged through the reaction for 30 minutes. Hydrazine monohydrate (0.28 mL) is added dropwise to the reaction mixture. The reaction is stirred for 1 hour after which time the solution turne...